From a dataset of the Open Reaction Database (ORD), a public repository of structured organic reaction records. describe an organic reaction: reactants, conditions, products, and yield Reactants: (polystyrylmethyl)trimethylammonium cyanoborohydride, N1CCC(CC1)C(=O)N (piperidine-4-carboxamide), C1(=CC=CC=C1)C(N1CC(C1)=O)C1=CC=CC=C1 (1-(diphenylmethyl)azetidin-3-one), CO (methanol). The solvent is C(C)(=O)O (acetic acid). Conditions: temperature 120 celsius. Product: C1(=CC=CC=C1)C(N1CC(C1)N1CCC(CC1)C(=O)N)C1=CC=CC=C1 (1-[1-(diphenylmethyl)azetidin-3-yl]piperidine-4-carboxamide). The yield is 99.5%. RXN SMILES: [NH:1]1[CH2:6][CH2:5][CH:4]([C:7]([NH2:9])=[O:8])[CH2:3][CH2:2]1.[C:10]1([CH:16]([C:22]2[CH:27]=[CH:26][CH:25]=[CH:24][CH:23]=2)[N:17]2[CH2:20][C:19](=O)[CH2:18]2)[CH:15]=[CH:14][CH:13]=[CH:12][CH:11]=1.CO>C(O)(=O)C>[C:10]1([CH:16]([C:22]2[CH:27]=[CH:26][CH:25]=[CH:24][CH:23]=2)[N:17]2[CH2:20][CH:19]([N:1]3[CH2:6][CH2:5][CH:4]([C:7]([NH2:9])=[O:8])[CH2:3][CH2:2]3)[CH2:18]2)[CH:11]=[CH:12][CH:13]=[CH:14][CH:15]=1. Reported procedure: To a mixture of piperidine-4-carboxamide (1.05 g, 8.2 mmol), 1-(diphenylmethyl)azetidin-3-one (see Bioorg. Med. Chem. Lett.; 13; 2003; 2191-2194, 1.94 g, 8.2 mmol), methanol (30 mL) and acetic acid (3 mL) was added (polystyrylmethyl)trimethylammonium cyanoborohydride (4.1 mmol/g, 1.9 g). The reaction mixture was heated for 5 min at 120° C. using microwave single node heating. The resin was filtered off and the solvent was removed by evaporation. There was obtained 2.85 g (99%) of 1-[1-(diphenylm... The reagents and catalysts are [Pd] (palladium on carbon). Solvent: CO (methanol). Yield: 16.0%. Procedure details: To a solution of 6-chloro-2-cyclopent-1-enyl-quinoline-5-carboxylic acid (4,4-difluoro-cyclo hexyl methyl)-amide (110.00 mg, 0.25 mmol, 1.00 eq) in methanol (15 mL, 136.36 V) was added palladium on carbon (10% w/w) (20 mg, 0.02 mmol, 0.08 eq) under argon atmosphere. Triethylsilane (0.40 mL, 2.49 mmol, 10 eq) was added to the reaction mixture and stirred for 30 min. The reaction mixture was filtered through a Celite bed and the filtrate was concentrated to provide a crude product which was purifi... The product is FC1(CCC(CC1)CNC(=O)C=1C=2C=CC(=NC2C=CC1Cl)C1CCCC1)F (6-Chloro-2-cyclopentyl-quinoline-5-carboxylic acid (4,4-difluoro-cyclohexylmethyl)-amide). The reactants are FC1(CCC(CC1)CNC(=O)C=1C=2C=CC(=NC2C=CC1Cl)C1=CCCC1)F (6-chloro-2-cyclopent-1-enyl-quinoline-5-carboxylic acid (4,4-difluoro-cyclo hexyl methyl)-amide), C(C)[SiH](CC)CC (Triethylsilane). Reaction conditions: time 30 minute. RXN SMILES: [F:1][C:2]1([F:28])[CH2:7][CH2:6][CH:5]([CH2:8][NH:9][C:10]([C:12]2[C:13]3[CH:14]=[CH:15][C:16]([C:23]4[CH2:27][CH2:26][CH2:25][CH:24]=4)=[N:17][C:18]=3[CH:19]=[CH:20][C:21]=2[Cl:22])=[O:11])[CH2:4][CH2:3]1.C([SiH](CC)CC)C>CO.[Pd]>[F:28][C:2]1([F:1])[CH2:3][CH2:4][CH:5]([CH2:8][NH:9][C:10]([C:12]2[C:13]3[CH:14]=[CH:15][C:16]([CH:23]4[CH2:24][CH2:25][CH2:26][CH2:27]4)=[N:17][C:18]=3[CH:19]=[CH:20][C:21]=2[Cl:22])=[O:11])[CH2:6][CH2:7]1. Starting materials: [B]1OC2=CC=CC=C2O1 (Catecholborane), C(=O)([O-])[O-].[K+].[K+] (K2CO3), C(CC=C)C1(CCN(CC1)C1=C(C(=CC=2N1C=C(N2)C(=O)OCC)C)C(C(=O)OC)=O)C (ethyl 5-(4-(but-3-en-1-yl)-4-methylpiperidin-1-yl)-6-(2-methoxy-2-oxoacetyl)-7-methylimidazo[1,2-a]pyridine-2-carboxylate), solution, CC(C)O.C(=O)=O (IPA dry ice). The solvent is C1(=CC=CC=C1)C (toluene), C1(=CC=CC=C1)C (toluene). Reaction conditions: time 3 hour. Yields the product C(CC=C)C1(CCN(CC1)C1=C(C(=CC=2N1C=C(N2)C(=O)OCC)C)[C@@H](C(=O)OC)O)C ((S)-ethyl 5-(4-(but-3-en-1-yl)-4-methylpiperidin-1-yl)-6-(1-hydroxy-2-methoxy-2-oxoethyl)-7-methylimidazo[1,2-a]pyridine-2-carboxylate). Isolated yield 115.0%. Reaction SMILES: [CH2:1]([C:5]1([CH3:32])[CH2:10][CH2:9][N:8]([C:11]2[N:16]3[CH:17]=[C:18]([C:20]([O:22][CH2:23][CH3:24])=[O:21])[N:19]=[C:15]3[CH:14]=[C:13]([CH3:25])[C:12]=2[C:26](=[O:31])[C:27]([O:29][CH3:30])=[O:28])[CH2:7][CH2:6]1)[CH2:2][CH:3]=[CH2:4].CC(O)C.C(=O)=O.[B]1OC2C(=CC=CC=2)O1.C([O-])([O-])=O.[K+].[K+]>C1(C)C=CC=CC=1>[CH2:1]([C:5]1([CH3:32])[CH2:10][CH2:9][N:8]([C:11]2[N:16]3[CH:17]=[C:18]([C:20]([O:22][CH2:23][CH3:24])=[O:21])[N:19]=[C:15]3[CH:14]=[C:13]([CH3:25])[C:12]=2[C@H:26]([OH:31])[C:27]([O:29][CH3:30])=[O:28])[CH2:7][CH2:6]1)[CH2:2][CH:3]=[CH2:4] |f:1.2,4.5.6,^1:39|. Reported procedure: A solution of ethyl 5-(4-(but-3-en-1-yl)-4-methylpiperidin-1-yl)-6-(2-methoxy-2-oxoacetyl)-7-methylimidazo[1,2-a]pyridine-2-carboxylate (0.44 g, 1.00 mmol, 1 equiv) and R-5,5-diphenyl-2-methyl-3,4-propano-1,3,2-oxazaborlidine (1.59 mL of a 1 M solution in toluene, 1.59 mmol, 1.6 equiv) in toluene (10 mL) was cooled to −30° C. (IPA/dry ice). Catecholborane (0.34 mL, 1.59 mmol, 1.6 equiv) was added and the reaction was stirred at −15° C.-30° C. for 3 h. The reaction was then added to 10% K2CO3 and... Reactants: C(#N)C=1C=C(C=CC1S(=O)(=O)CC)NC(CCCC1=CC=C(C=C1)B(O)O)=O (4-(4-(3-cyano-4-(ethylsulfonyl)phenylamino)-4-oxobutyl)phenylboronic acid), C(C)(C)(C)OC(=O)NCC=1C=C(C=CC1)NC(=O)OCCC1=C(C=C(C=C1)Br)Cl (4-(2-(3-((tert-butoxycarbonylamino)methyl)phenylcarbamoyloxy)ethyl)-3-chlorophenylbromide), 5,5′,5′-tetramethyl-[2,2′]bi[[1,3,2]dioxaborinanyl]. Product: C(C)(C)(C)OC(=O)NCC=1C=C(C=CC1)NC(=O)OCCC1=C(C=C(C=C1)B(O)O)Cl (4-(2-(3-((tert-butoxycarbonylamino)methyl)phenylcarbamoyloxy)ethyl)-3-chlorophenylboronic acid). Yield: 44.0%. RXN SMILES: C(C1C=C(NC(=O)CCCC2C=CC([B:25]([OH:27])[OH:26])=CC=2)C=CC=1S(CC)(=O)=O)#N.[C:29]([O:33][C:34]([NH:36][CH2:37][C:38]1[CH:39]=[C:40]([NH:44][C:45]([O:47][CH2:48][CH2:49][C:50]2[CH:55]=[CH:54][C:53](Br)=[CH:52][C:51]=2[Cl:57])=[O:46])[CH:41]=[CH:42][CH:43]=1)=[O:35])([CH3:32])([CH3:31])[CH3:30]>>[C:29]([O:33][C:34]([NH:36][CH2:37][C:38]1[CH:39]=[C:40]([NH:44][C:45]([O:47][CH2:48][CH2:49][C:50]2[CH:55]=[CH:54][C:53]([B:25]([OH:27])[OH:26])=[CH:52][C:51]=2[Cl:57])=[O:46])[CH:41]=[CH:42][CH:43]=1)=[O:35])([CH3:32])([CH3:31])[CH3:30]. Reported procedure: Using a procedure analogous to that used to prepare 6D, 61D (1.84 g, 3.8 mmol) was reacted with 5,5′,5′-tetramethyl-[2,2′]bi[[1,3,2]dioxaborinanyl] to give 61E (750 mg, 44%) as a solid. MS (ESI) m/z 447.1 (M−H)−. The reactants are CC(=O)Nc1ccc2c(c1)OC(C)(C)O2, CC(=O)O, O=[N+]([O-])O. Product: CC(=O)Nc1cc2c(cc1[N+](=O)[O-])OC(C)(C)O2. Reaction SMILES: [CH3:1][C:2]1([CH3:15])[O:3][c:4]2[c:5]([cH:7][cH:8][c:9]([NH:11][C:12](=[O:13])[CH3:14])[cH:10]2)[O:6]1.[CH3:20][C:21](=[O:22])[OH:23].[OH:16][N+:17]([O-:18])=[O:19]>>[CH3:1][C:2]1([CH3:15])[O:3][c:4]2[c:5]([cH:7][c:8]([N+:17](=[O:16])[O-:18])[c:9]([NH:11][C:12](=[O:13])[CH3:14])[cH:10]2)[O:6]1.